From a dataset of the Open Reaction Database (ORD), a public repository of structured organic reaction records. describe an organic reaction: reactants, conditions, products, and yield Reactants: O=C(Oc1cc(Cl)c(OCCCOc2ccc(C(F)(F)F)cn2)c(I)c1)c1ccccc1, CO, Cl, [Na+], C1CCOC1, [OH-]. Yields the product Oc1cc(Cl)c(OCCCOc2ccc(C(F)(F)F)cn2)c(I)c1. Reaction SMILES: [C:1](=[O:2])([c:3]1[cH:4][cH:5][cH:6][cH:7][cH:8]1)[O:9][c:10]1[cH:11][c:12]([Cl:32])[c:13]([O:17][CH2:18][CH2:19][CH2:20][O:21][c:22]2[n:23][cH:24][c:25]([C:28]([F:29])([F:30])[F:31])[cH:26][cH:27]2)[c:14]([I:16])[cH:15]1.[CH3:41][OH:42].[ClH:35].[Na+:34].[O:36]1[CH2:37][CH2:38][CH2:39][CH2:40]1.[OH-:33]>>[OH:9][c:10]1[cH:11][c:12]([Cl:32])[c:13]([O:17][CH2:18][CH2:19][CH2:20][O:21][c:22]2[n:23][cH:24][c:25]([C:28]([F:29])([F:30])[F:31])[cH:26][cH:27]2)[c:14]([I:16])[cH:15]1. Starting materials: O (water), C(C)(C)(C)OC(=O)N1CCC(CC1)C=O (1-tert-butoxycarbonylpiperidine-4-carboxaldehyde), NC=1C(=NC=CC1)C(=O)NC1=NC=C(C=C1)Cl (3-amino-N-(5-chloropyridin-2-yl)pyridine-2-carboxamide), C1(=CC=C(C=C1)S(=O)(=O)[O-])C.[NH+]1=CC=CC=C1 (pyridinium p-toluenesulfonate). Run in C1=CC=CC=C1 (benzene). Run at time 48 hour. Yields the product ClC=1C=CC(=NC1)NC(=O)C1(NC=CC=C1)NCC1CCN(CC1)C(C)C (N-(5-Chloropyridin-2-yl)-2-[(1-isopropylpiperidin-4-ylmethyl)amino]pyridine-2-carboxamide). RXN SMILES: C(O[C:6]([N:8]1CCC(C=O)CC1)=O)(C)(C)C.N[C:17]1[C:18]([C:23]([NH:25][C:26]2[CH:31]=[CH:30][C:29]([Cl:32])=[CH:28][N:27]=2)=[O:24])=[N:19][CH:20]=[CH:21][CH:22]=1.[C:33]1([CH3:43])C=CC(S([O-])(=O)=O)=C[CH:34]=1.[NH+:44]1[CH:49]=[CH:48][CH:47]=[CH:46][CH:45]=1.O>C1C=CC=CC=1>[Cl:32][C:29]1[CH:30]=[CH:31][C:26]([NH:25][C:23]([C:18]2([NH:8][CH2:6][CH:47]3[CH2:48][CH2:49][N:44]([CH:33]([CH3:43])[CH3:34])[CH2:45][CH2:46]3)[CH:17]=[CH:22][CH:21]=[CH:20][NH:19]2)=[O:24])=[N:27][CH:28]=1 |f:2.3|. Procedure details: A solution containing 1-tert-butoxycarbonylpiperidine-4-carboxaldehyde (2.00 g, 9.38 mmol), 3-amino-N-(5-chloropyridin-2-yl)pyridine-2-carboxamide (2.33 g, 9.38 mmol), and pyridinium p-toluenesulfonate (236 mg, 0.94 mmol) in benzene (100 mL) was heated at reflux with azeotropic removal of water. After 48 h, the mixture was concentrated and the residue was purified by column chromatography (SiO2: methylene chloride) yielding the title compound, which was contaminated with 3-amino-N-(5-chloropyrid... The reactants are C1OC=2C=C(CCN)C=CC2OC1 (3,4-ethylenedioxyphenethylamine), ClC=1C2=C(N=C(N1)C1=CC=NC=C1)SC(=C2)CC (4-chloro-2-(pyridin-4-yl)-6-ethyl-thieno-[2,3-d]-pyrimidine). The product is N1=CC=C(C=C1)C=1N=C(C2=C(N1)SC(=C2)CC)NCCC2=CC1=C(C=C2)OCCO1 (2-(pyridin-4-yl)-4-(3,4-ethylenedioxyphenethylamino)-6-ethyl-thieno-[2,3-d]-pyrimidine). RXN SMILES: [CH2:1]1[CH2:13][O:12][C:11]2[CH:10]=[CH:9][C:5]([CH2:6][CH2:7][NH2:8])=[CH:4][C:3]=2[O:2]1.Cl[C:15]1[C:16]2[CH:29]=[C:28]([CH2:30][CH3:31])[S:27][C:17]=2[N:18]=[C:19]([C:21]2[CH:26]=[CH:25][N:24]=[CH:23][CH:22]=2)[N:20]=1>>[N:24]1[CH:23]=[CH:22][C:21]([C:19]2[N:20]=[C:15]([NH:8][CH2:7][CH2:6][C:5]3[CH:9]=[CH:10][C:11]4[O:12][CH2:13][CH2:1][O:2][C:3]=4[CH:4]=3)[C:16]3[CH:29]=[C:28]([CH2:30][CH3:31])[S:27][C:17]=3[N:18]=2)=[CH:26][CH:25]=1. Procedure details: With the procedure of Example 1, the reaction of 3,4-ethylenedioxyphenethylamine with 4-chloro-2-(pyridin-4-yl)-6-ethyl-thieno-[2,3-d]-pyrimidine yields 2-(pyridin-4-yl)-4-(3,4-ethylenedioxyphenethylamino)-6-ethyl-thieno-[2,3-d]-pyrimidine. Reactants: hydrochloride salt, COC([C@@H](N)C(C)C)=O (L-valine methyl ester), P(OC1=CC=CC2=CC=CC=C12)(=O)(Cl)Cl (naphthalen-1-yl phosphorodichloridate), TEA, C(Cl)Cl (DCM). Yields the product ClC1=C(C2=CC=CC=C2C=C1)OP(=O)=N[C@H](C(=O)OC)C(C)C ((2S)-methyl 2-(chloro(naphthalen-1-yloxy)-phosphorylamino)-3-methylbutanoate). Isolated yield 62.0%. Reaction SMILES: [CH3:1][O:2][C:3](=[O:9])[C@H:4]([CH:6]([CH3:8])[CH3:7])[NH2:5].[P:10](Cl)(Cl)(=[O:22])[O:11][C:12]1[C:21]2[C:16](=[CH:17][CH:18]=[CH:19][CH:20]=2)[CH:15]=[CH:14][CH:13]=1.C(Cl)[Cl:26]>>[Cl:26][C:13]1[CH:14]=[CH:15][C:16]2[C:21](=[CH:20][CH:19]=[CH:18][CH:17]=2)[C:12]=1[O:11][P:10](=[N:5][C@@H:4]([CH:6]([CH3:8])[CH3:7])[C:3]([O:2][CH3:1])=[O:9])=[O:22]. Reported procedure: Using the general procedure for synthesizing naphthyl (amino acid ester) phosphorochloridates the hydrochloride salt of L-valine methyl ester (2.00 g, 11.93 mmol), naphthalen-1-yl phosphorodichloridate (0.77 g, 11.93 mmol) and TEA (4.11 mL, 23.85 mmol) in 20 mL of dry DCM, were combined to give (2S)-methyl 2-(chloro(naphthalen-1-yloxy)-phosphorylamino)-3-methylbutanoate in 62% yield (2.63 g), as a clear, yellow, thick oil. Reactants: BrCCCC1N(CCCC1)C(=O)OCC1=CC=CC=C1 (Phenylmethyl 2-(3-bromopropyl)-1-piperidinecarboxylate), OCCCCC1CN(CCC1)C(=O)OCC1=CC=CC=C1 (phenylmethyl 3-(4-hydroxybutyl)-1-piperidinecarboxylate). Yields the product BrCCCCC1CN(CCC1)C(=O)OCC1=CC=CC=C1 (Phenylmethyl 3-(4-bromobutyl)-1-piperidinecarboxylate). As a reaction SMILES: [Br:1]CCCC1CCCCN1C(OCC1C=CC=CC=1)=O.O[CH2:22][CH2:23][CH2:24][CH2:25][CH:26]1[CH2:31][CH2:30][CH2:29][N:28]([C:32]([O:34][CH2:35][C:36]2[CH:41]=[CH:40][CH:39]=[CH:38][CH:37]=2)=[O:33])[CH2:27]1>>[Br:1][CH2:22][CH2:23][CH2:24][CH2:25][CH:26]1[CH2:31][CH2:30][CH2:29][N:28]([C:32]([O:34][CH2:35][C:36]2[CH:41]=[CH:40][CH:39]=[CH:38][CH:37]=2)=[O:33])[CH2:27]1. Procedure details: Prepared similarly to Intermediate 30 from phenylmethyl 3-(4-hydroxybutyl)-1-piperidinecarboxylate.